Dataset: the Open Reaction Database (ORD), a public repository of structured organic reaction records. Task: describe an organic reaction: reactants, conditions, products, and yield Starting materials: COC1=CC=C(C=C1)C(C1=CC=CC2=CC=CC=C12)C1=CC=C(C=C1)O ((4-methoxyphenyl)-(4-hydroxyphenyl)-naphth-1-yl-methane), Cl.COC1=CC=C(C=C1)C(C1=CC=CC2=CC=CC=C12)C1=CC=C(C=C1)OCCN1CCCC1 ((4-Methoxyphenyl)-(4-pyrrolidinoethoxyphenyl)-naphth1-yl-methane HCl), C(=O)([O-])[O-].[K+].[K+] (K2CO3), Cl.ClCCN1CCCCC1 (1-(2-chloroethyl)piperidine hydrochloride), C(=O)([O-])[O-].[K+].[K+] (K2CO3). Run in CC(=O)C (acetone). The product is COC1=CC=C(C=C1)C(C1=CC=CC2=CC=CC=C12)C1=CC=C(C=C1)OCCN1CCCCC1 ((4-Methoxyphenyl)-(4-piperidinoethoxyphenyl)-1-naphth-1-yl-methane). RXN SMILES: [CH3:1][O:2][C:3]1[CH:8]=[CH:7][C:6]([CH:9]([C:20]2[CH:25]=[CH:24][C:23]([OH:26])=[CH:22][CH:21]=2)[C:10]2[C:19]3[C:14](=[CH:15][CH:16]=[CH:17][CH:18]=3)[CH:13]=[CH:12][CH:11]=2)=[CH:5][CH:4]=1.Cl.COC1C=CC(C(C2C=CC(OCCN3CCCC3)=CC=2)C2C3C(=CC=CC=3)C=CC=2)=CC=1.C([O-])([O-])=O.[K+].[K+].Cl.Cl[CH2:69][CH2:70][N:71]1[CH2:76][CH2:75][CH2:74][CH2:73][CH2:72]1>CC(C)=O>[CH3:1][O:2][C:3]1[CH:8]=[CH:7][C:6]([CH:9]([C:20]2[CH:21]=[CH:22][C:23]([O:26][CH2:69][CH2:70][N:71]3[CH2:76][CH2:75][CH2:74][CH2:73][CH2:72]3)=[CH:24][CH:25]=2)[C:10]2[C:19]3[C:14](=[CH:15][CH:16]=[CH:17][CH:18]=3)[CH:13]=[CH:12][CH:11]=2)=[CH:5][CH:4]=1 |f:1.2,3.4.5,6.7|. Procedure details: A mixture of (4-methoxyphenyl)-(4-hydroxyphenyl)-naphth-1-yl-methane of formula 1 (0.3 gm, 0.001 mol), anhydrous K2CO3 (1.5 gm), 1-(2-chloroethyl)piperidine hydrochloride (0.276 gm, 0.002 mol) and dry acetone (100 ml) was refluxed for 810 hrs K2CO3 was filtered off, acetone was distilled off, and the residue was diluted with water. The reaction mixture was extracted with ethyl acetate washed with water dried over Na2SO4 and concentrated to give an oil. This oil was purified by column chromatogra... Reactants: O=C([O-])[O-], CN(C)C=O, ClCC=CCCl, [K+], [K+], O, O=C1CCc2ccc(O)cc2N1. The product is O=C1CCc2ccc(OCC=CCCl)cc2N1. RXN SMILES: [C:13](=[O:14])([O-:15])[O-:16].[CH3:25][N:26]([CH3:27])[CH:28]=[O:29].[Cl:19][CH2:20][CH:21]=[CH:22][CH2:23][Cl:24].[K+:17].[K+:18].[OH2:30].[OH:1][c:2]1[cH:3][cH:4][c:5]2[c:10]([cH:11]1)[NH:9][C:8](=[O:12])[CH2:7][CH2:6]2>>[O:1]([c:2]1[cH:3][cH:4][c:5]2[c:10]([cH:11]1)[NH:9][C:8](=[O:12])[CH2:7][CH2:6]2)[CH2:23][CH:22]=[CH:21][CH2:20][Cl:19]. Reactants: C(C)(C)NC(C)C (Diisopropylamine), C(C)(C)N(C=O)C(C)C (Diisopropylformamide), P(=O)(Cl)(Cl)Cl (phosphorus oxychloride). Solvent: C(C)OCC (Diethyl ether), ClCCl (Dichloromethane), ClCCl (dichloromethane), C(C)OCC (diethyl ether), C(C)OCC (diethyl ether). Conditions: temperature 0 celsius, time 10 minute. Product: [Cl-].C(C)(C)N(C=[N+](C(C)C)C(C)C)C(C)C (N,N,N′,N′-tetraisopropylformamidinium chloride). RXN SMILES: P(Cl)(Cl)([Cl:3])=O.[CH:6]([N:9]([CH:12]([CH3:14])[CH3:13])[CH:10]=O)([CH3:8])[CH3:7].[CH:15]([NH:18][CH:19]([CH3:21])[CH3:20])([CH3:17])[CH3:16]>C(OCC)C.ClCCl>[Cl-:3].[CH:6]([N:9]([CH:12]([CH3:14])[CH3:13])[CH:10]=[N+:18]([CH:19]([CH3:21])[CH3:20])[CH:15]([CH3:17])[CH3:16])([CH3:8])[CH3:7] |f:5.6|. Procedure: A mixture of phosphorus oxychloride (10.58 g) and diethyl ether (50 ml) is stirred at 0° C. for 10 min. Diisopropylformamide (8.91 g) in diethyl ether (20 ml) is then added drop-wise over a period of 10 min. The resulting mixture is then stirred at room temperature for 30 min. The formed precipitate is allowed to settle and the supernatant removed. Dichloromethane (60 mL) is then added to the mixture. Diisopropylamine (6.98 g) in dichloromethane (20 ml) is then added drop-wise at 0° C. over 10 m... Starting materials: BrC=1C=NC=C(C1)OC[C@@H]1N(CCC1)C(=O)OC(C)(C)C (3-bromo-5-[[1-(tert-butoxycarbonyl)-2(R)-pyrrolidinyl]methoxy]pyridine), ClC1=CC=C(COCCC2CCNCC2)C=C1 (4-[2-(4-chlorobenzyloxy)ethyl]piperidine), CC(C)([O-])C.[Na+] (sodium tert-butoxide). Reagents/catalysts: C=1C=CC(=CC1)/C=C/C(=O)/C=C/C2=CC=CC=C2.C=1C=CC(=CC1)/C=C/C(=O)/C=C/C2=CC=CC=C2.C=1C=CC(=CC1)/C=C/C(=O)/C=C/C2=CC=CC=C2.[Pd].[Pd] (tris(dibenzylideneacetone)dipalladium(0)), C1(=CC=CC=C1)P(C1=CC=CC=2C(C3=CC=CC(=C3OC12)P(C1=CC=CC=C1)C1=CC=CC=C1)(C)C)C1=CC=CC=C1 (4,5-bis(diphenylphosphino)-9,9-dimethylxanthene). Run in C1(=CC=CC=C1)C (toluene). Run at temperature 99 celsius. Product: C(C)(C)(C)OC(=O)N1[C@@H](CCC1)COC=1C=NC=C(C1)N1CCC(CC1)CCOCC1=CC=C(C=C1)Cl (3-[[1-(tert-butoxycarbonyl)-2(S)-pyrrolidinyl]methoxy]-5-[4-[2-(4-chlorobenzyloxy)ethyl]-1-piperidinyl]pyridine). Isolated yield 85.0%. RXN SMILES: Br[C:2]1[CH:3]=[N:4][CH:5]=[C:6]([O:8][CH2:9][C@H:10]2[CH2:14][CH2:13][CH2:12][N:11]2[C:15]([O:17][C:18]([CH3:21])([CH3:20])[CH3:19])=[O:16])[CH:7]=1.[Cl:22][C:23]1[CH:38]=[CH:37][C:26]([CH2:27][O:28][CH2:29][CH2:30][CH:31]2[CH2:36][CH2:35][NH:34][CH2:33][CH2:32]2)=[CH:25][CH:24]=1.CC(C)([O-])C.[Na+]>C1(C)C=CC=CC=1.C1C=CC(/C=C/C(/C=C/C2C=CC=CC=2)=O)=CC=1.C1C=CC(/C=C/C(/C=C/C2C=CC=CC=2)=O)=CC=1.C1C=CC(/C=C/C(/C=C/C2C=CC=CC=2)=O)=CC=1.[Pd].[Pd].C1(P(C2C=CC=CC=2)C2C3OC4C(=CC=CC=4P(C4C=CC=CC=4)C4C=CC=CC=4)C(C)(C)C=3C=CC=2)C=CC=CC=1>[C:18]([O:17][C:15]([N:11]1[CH2:12][CH2:13][CH2:14][C@H:10]1[CH2:9][O:8][C:6]1[CH:5]=[N:4][CH:3]=[C:2]([N:34]2[CH2:35][CH2:36][CH:31]([CH2:30][CH2:29][O:28][CH2:27][C:26]3[CH:37]=[CH:38][C:23]([Cl:22])=[CH:24][CH:25]=3)[CH2:32][CH2:33]2)[CH:7]=1)=[O:16])([CH3:21])([CH3:20])[CH3:19] |f:2.3,5.6.7.8.9|. Procedure details: To a solution of 3-bromo-5-[[1-(tert-butoxycarbonyl)-2(R)-pyrrolidinyl]methoxy]pyridine (346 mg, 0.97 mmol) and 4-[2-(4-chlorobenzyloxy)ethyl]piperidine (270 mg, 1.06 mmol, 1.1 equiv.) in anhydrous toluene (6 mL) were added successively sodium tert-butoxide (139 mg, 1.45 mmol, 1.5 equiv.), tris(dibenzylideneacetone)dipalladium(0) (17.7 mg, 19 μmol, 0.02 equiv.), and 4,5-bis(diphenylphosphino)-9,9-dimethylxanthene (Xantphos; 33.6 mg, 58 μmol, 0.06 equiv.). The mixture was degassed and purged with... The reactants are BrC1=C(C=CC(=C1)C1=CC=CC=C1)O (2-bromo-4-phenylphenol), BrCC(=O)C1=CC=CC=C1 (α-bromoacetophenone), C([O-])([O-])=O.[Na+].[Na+] (sodium carbonate). Run in CC(=O)C (acetone). The product is BrC1=C(OCC(=O)C2=CC=CC=C2)C=CC(=C1)C1=CC=CC=C1 (α-(2-bromo-4-phenylphenoxy)acetophenone). RXN SMILES: [Br:1][C:2]1[CH:7]=[C:6]([C:8]2[CH:13]=[CH:12][CH:11]=[CH:10][CH:9]=2)[CH:5]=[CH:4][C:3]=1[OH:14].Br[CH2:16][C:17]([C:19]1[CH:24]=[CH:23][CH:22]=[CH:21][CH:20]=1)=[O:18].C(=O)([O-])[O-].[Na+].[Na+]>CC(C)=O>[Br:1][C:2]1[CH:7]=[C:6]([C:8]2[CH:13]=[CH:12][CH:11]=[CH:10][CH:9]=2)[CH:5]=[CH:4][C:3]=1[O:14][CH2:16][C:17]([C:19]1[CH:24]=[CH:23][CH:22]=[CH:21][CH:20]=1)=[O:18] |f:2.3.4|. Procedure: A mixture of 137 g. (0.55 mole) of 2-bromo-4-phenylphenol, 109 g. (0.55 mole) of α-bromoacetophenone and 75 g. of sodium carbonate in 1.5 liters of acetone is heated at its reflux temperature for six days, filtered, then evaporated. The white residue is recrystallized from a benzene-hexane mixture to provide white needles of α-(2-bromo-4-phenylphenoxy)acetophenone, m.p. 93°-95° C. Starting materials: C(C)(=O)OCCOC(C1=CC(=C(C=C1)OCCOC(C)=O)Br)=O (4-(2-Acetoxy-ethoxy)-3-bromo-benzoic acid 2-acetoxy-ethyl ester), FC(C=1C=C(C=CC1)B(O)O)(F)F (3-trifluoromethyl-phenylboronic acid), ester. The product is OCCOC1=CC=C(C=C1C1=CC(=CC=C1)C(F)(F)F)C(=O)O (6-(2-Hydroxy-ethoxy)-3′-trifluoromethyl-biphenyl-3-carboxylic acid). RXN SMILES: C(OCC[O:7][C:8](=[O:23])[C:9]1[CH:14]=[CH:13][C:12]([O:15][CH2:16][CH2:17][O:18]C(=O)C)=[C:11](Br)[CH:10]=1)(=O)C.[F:24][C:25]([F:36])([F:35])[C:26]1[CH:27]=[C:28](B(O)O)[CH:29]=[CH:30][CH:31]=1>>[OH:18][CH2:17][CH2:16][O:15][C:12]1[C:11]([C:30]2[CH:29]=[CH:28][CH:27]=[C:26]([C:25]([F:36])([F:35])[F:24])[CH:31]=2)=[CH:10][C:9]([C:8]([OH:7])=[O:23])=[CH:14][CH:13]=1. Procedure: The compound of step 1 was coupled to 3-trifluoromethyl-phenylboronic acid in analogy to step 3 of example 92, the obtained ester intermediate was hydrolyzed in analogy to step 4 of example 1 to yield 6-(2-Hydroxy-ethoxy)-3′-trifluoromethyl-biphenyl-3-carboxylic acid. This intermediate was coupled to trans-1-amino-4-ethylcyclohexanecarboxylic acid methylester hydrochloride in analogy to step 1 of example 3, and the obtained ester intermediate was hydrolyzed in analogy to step 4 of example 1 to y... The reactants are CO (methanol), CN(CCCCCCCCCCCN)C (N,N-dimethyl-N-(11-aminoundecyl)-amine), [O-]C#N.[K+] (potassium cyanate). The solvent is Cl (hydrochloric acid), Cl (hydrochloric acid), O (water). Product: CN(CCCCCCCCCCCNC(=O)N)C (N,N-dimethyl-N-(11-ureidoundecyl)amine). The yield is 21.7%. As a reaction SMILES: [CH3:1][N:2]([CH3:15])[CH2:3][CH2:4][CH2:5][CH2:6][CH2:7][CH2:8][CH2:9][CH2:10][CH2:11][CH2:12][CH2:13][NH2:14].[O-:16][C:17]#[N:18].[K+].CO>Cl.O>[CH3:15][N:2]([CH3:1])[CH2:3][CH2:4][CH2:5][CH2:6][CH2:7][CH2:8][CH2:9][CH2:10][CH2:11][CH2:12][CH2:13][NH:14][C:17]([NH2:18])=[O:16] |f:1.2|. Procedure details: A solution of this amine (4.6 g) in dilute hydrochloric acid (40 ml) and concentrated hydrochloric acid (12 ml) was treated with potassium cyanate (7.0 g) in water (10 ml). The mixture was refluxed for 18 hours and the solvent removed leaving a white solid. To this methanol (10 ml) was added and the mixture filtered. The solvent was evaporated from the filtrate which was then chromatographed on a basic alumina column eluting with 10% methanol in chloroform, to give a yellow solid which was washe...